describe an organic reaction: reactants, conditions, products, and yield From a dataset of the Open Reaction Database (ORD), a public repository of structured organic reaction records. Starting materials: C(C)(C)(C)OC(=O)N1CCN(CC1)C1=NC=C(C=N1)C1=CC=C(C=C1)F (4-[5-(4-Fluorophenyl)pyrimidin-2-yl]piperazine-1-carboxylic acid tert-butyl ester), solution, Cl (HCl). The solvent is CO (methanol), ClCCl (dichloromethane), C(C)OCC (diethyl ether). Reaction conditions: time 24 hour. Yields the product Cl.Cl.FC1=CC=C(C=C1)C=1C=NC(=NC1)N1CCNCC1 (5-(4-Fluorophenyl)-2-piperazin-1-ylpyrimidine dihydrochloride), solid. Isolated yield 94.0%. Reaction SMILES: C(OC([N:8]1[CH2:13][CH2:12][N:11]([C:14]2[N:19]=[CH:18][C:17]([C:20]3[CH:25]=[CH:24][C:23]([F:26])=[CH:22][CH:21]=3)=[CH:16][N:15]=2)[CH2:10][CH2:9]1)=O)(C)(C)C.[ClH:27]>CO.ClCCl.C(OCC)C>[ClH:27].[ClH:27].[F:26][C:23]1[CH:24]=[CH:25][C:20]([C:17]2[CH:16]=[N:15][C:14]([N:11]3[CH2:12][CH2:13][NH:8][CH2:9][CH2:10]3)=[N:19][CH:18]=2)=[CH:21][CH:22]=1 |f:5.6.7|. Reported procedure: 4-[5-(4-Fluorophenyl)pyrimidin-2-yl]piperazine-1-carboxylic acid tert-butyl ester (0.99 g) was dissolved in a mixture of methanol (30 ml) and dichloromethane (10 ml) and treated dropwise with a 1.0 M solution of HCl in diethyl ether (60 ml). After stirring for 24 h, the resultant suspension was filtered and the precipitate was washed with 1:1 diethyl ether/methanol, followed by diethyl ether and dried under vacuum, to furnish the title compound as an off white solid (0.86 g, 94%).